The task is: describe an organic reaction: reactants, conditions, products, and yield. This data is from the Open Reaction Database (ORD), a public repository of structured organic reaction records. Starting materials: COCCN1CCc2cc(OC)c([N+](=O)[O-])cc2CC1, CO, NN, O. Yields the product COCCN1CCc2cc(N)c(OC)cc2CC1. As a reaction SMILES: [CH3:1][O:2][c:3]1[cH:4][c:5]2[c:6]([cH:16][c:17]1[N+:18]([O-:19])=[O:20])[CH2:7][CH2:8][N:9]([CH2:12][CH2:13][O:14][CH3:15])[CH2:10][CH2:11]2.[CH3:24][OH:25].[NH2:22][NH2:23].[OH2:21]>>[CH3:1][O:2][c:3]1[cH:4][c:5]2[c:6]([cH:16][c:17]1[NH2:18])[CH2:7][CH2:8][N:9]([CH2:12][CH2:13][O:14][CH3:15])[CH2:10][CH2:11]2. Product: CN1CCc2c(c3cc(Cl)ccc3n2CCc2ccc(N(C)C)nc2)C1. RXN SMILES: [CH3:16][N:17]([c:18]1[n:19][cH:20][c:21]([CH:24]=[CH2:25])[cH:22][cH:23]1)[CH3:26].[CH3:29][N:30]1[CH2:31][CH2:32][CH2:33][C:34]1=[O:35].[Cl:1][c:2]1[cH:3][c:4]2[c:5]3[c:6]([nH:7][c:8]2[cH:9][cH:10]1)[CH2:11][CH2:12][N:13]([CH3:15])[CH2:14]3.[K+:28].[OH-:27]>>[Cl:1][c:2]1[cH:3][c:4]2[c:5]3[c:6]([n:7]([CH2:25][CH2:24][c:21]4[cH:20][n:19][c:18]([N:17]([CH3:16])[CH3:26])[cH:23][cH:22]4)[c:8]2[cH:9][cH:10]1)[CH2:11][CH2:12][N:13]([CH3:15])[CH2:14]3. The reactants are C=Cc1ccc(N(C)C)nc1, CN1CCCC1=O, CN1CCc2[nH]c3ccc(Cl)cc3c2C1, [K+], [OH-]. The reactants are OC1(c2cccc3c2ccn3Cc2ccccc2)CCCN(Cc2ccccc2)C1, [Cl-], N, [NH4+], [Na], C1CCOC1, O. Product: OC1(c2cccc3[nH]ccc23)CCCN(Cc2ccccc2)C1. Reaction SMILES: [CH2:3]([c:4]1[cH:5][cH:6][cH:7][cH:8][cH:9]1)[N:10]1[CH2:11][C:12]([OH:16])([c:17]2[c:18]3[cH:19][cH:20][n:21]([CH2:26][c:27]4[cH:28][cH:29][cH:30][cH:31][cH:32]4)[c:22]3[cH:23][cH:24][cH:25]2)[CH2:13][CH2:14][CH2:15]1.[Cl-:33].[NH3:1].[NH4+:34].[Na:2].[O:35]1[CH2:36][CH2:37][CH2:38][CH2:39]1.[OH2:40]>>[CH2:3]([c:4]1[cH:5][cH:6][cH:7][cH:8][cH:9]1)[N:10]1[CH2:11][C:12]([OH:16])([c:17]2[c:18]3[cH:19][cH:20][nH:21][c:22]3[cH:23][cH:24][cH:25]2)[CH2:13][CH2:14][CH2:15]1. The reactants are C1COCCO1, Cl, CC(C)(C)OC(=O)N1CCCC(c2cc(-c3ccccc3O)nc3c2COC(=O)N3)C1. The product is Cl, O=C1Nc2nc(-c3ccccc3O)cc(C3CCCNC3)c2CO1. Reaction SMILES: [CH2:33]1[O:34][CH2:35][CH2:36][O:37][CH2:38]1.[ClH:32].[OH:1][c:2]1[c:3](-[c:8]2[cH:9][c:10]([CH:19]3[CH2:20][N:21]([C:25]([O:26][C:27]([CH3:28])([CH3:29])[CH3:30])=[O:31])[CH2:22][CH2:23][CH2:24]3)[c:11]3[c:12]([n:18]2)[NH:13][C:14](=[O:17])[O:15][CH2:16]3)[cH:4][cH:5][cH:6][cH:7]1>>[ClH:32].[OH:1][c:2]1[c:3](-[c:8]2[cH:9][c:10]([CH:19]3[CH2:20][NH:21][CH2:22][CH2:23][CH2:24]3)[c:11]3[c:12]([n:18]2)[NH:13][C:14](=[O:17])[O:15][CH2:16]3)[cH:4][cH:5][cH:6][cH:7]1. Starting materials: COC(C)=O, CCC(CC)(c1ccc(CCC(=O)C(C)(C)C)c(C)c1)c1cc(C)c(S(N)(=O)=O)s1, [Li+], [OH-]. The product is CCC(CC)(c1ccc(CCC(=O)C(C)(C)C)c(C)c1)c1cc(C)c(S(N)(=O)=O)s1, CC(=O)O. As a reaction SMILES: [CH3:3][O:4][C:5]([CH3:6])=[O:7].[CH3:8][C:9]([C:10]([CH2:11][CH2:12][c:13]1[c:14]([CH3:34])[cH:15][c:16]([C:19]([CH2:20][CH3:21])([CH2:22][CH3:23])[c:24]2[cH:25][c:26]([CH3:33])[c:27]([S:29](=[O:30])(=[O:31])[NH2:32])[s:28]2)[cH:17][cH:18]1)=[O:35])([CH3:36])[CH3:37].[Li+:2].[OH-:1]>>[CH3:8][C:9]([C:10]([CH2:11][CH2:12][c:13]1[c:14]([CH3:34])[cH:15][c:16]([C:19]([CH2:20][CH3:21])([CH2:22][CH3:23])[c:24]2[cH:25][c:26]([CH3:33])[c:27]([S:29](=[O:30])(=[O:31])[NH2:32])[s:28]2)[cH:17][cH:18]1)=[O:35])([CH3:36])[CH3:37].[O:4]=[C:5]([CH3:6])[OH:7]. The reactants are ClC1=NC2=C(C=C(C=C2C=C1C(=O)O)C)C (2-chloro-6,8-dimethyl-quinoline-3-carboxylic acid), N[C@@H](CC1=CC=CC=C1)C(=O)O (L-phenylalanine). The solvent is CS(=O)C (DMSO). The product is C(=O)(O)[C@H](CC1=CC=CC=C1)NC1=NC2=C(C=C(C=C2C=C1C(=O)O)C)C (2-((S)-1-Carboxy-2-phenyl-ethylamino)-6,8-dimethyl-quinoline-3-carboxylic acid). RXN SMILES: Cl[C:2]1[C:11]([C:12]([OH:14])=[O:13])=[CH:10][C:9]2[C:4](=[C:5]([CH3:16])[CH:6]=[C:7]([CH3:15])[CH:8]=2)[N:3]=1.[NH2:17][C@H:18]([C:26]([OH:28])=[O:27])[CH2:19][C:20]1[CH:25]=[CH:24][CH:23]=[CH:22][CH:21]=1>CS(C)=O>[C:26]([C@@H:18]([NH:17][C:2]1[C:11]([C:12]([OH:14])=[O:13])=[CH:10][C:9]2[C:4](=[C:5]([CH3:16])[CH:6]=[C:7]([CH3:15])[CH:8]=2)[N:3]=1)[CH2:19][C:20]1[CH:25]=[CH:24][CH:23]=[CH:22][CH:21]=1)([OH:28])=[O:27]. Procedure: In close analogy to the procedure described in Example 1, 2-chloro-6,8-dimethyl-quinoline-3-carboxylic acid is reacted with L-phenylalanine in DMSO to provide the title compound in good yield. LCMS m/z 364 (M+). Reactants: BrBr (Bromine), C(C)(=O)[O-].[Na+] (sodium acetate), [N+](=O)([O-])C1=C2C=NNC2=CC=C1 (4-nitro-1H-indazole), C(Cl)(Cl)Cl (chloroform). The solvent is C(C)(=O)O (acetic acid), C(C)(=O)O (acetic acid). Conditions: time 2 hour. The product is BrC1=NNC2=CC=CC(=C12)[N+](=O)[O-] (3-bromo-4-nitro-1H-indazole). Yield: 91.8%. RXN SMILES: C([O-])(=O)C.[Na+].[N+:6]([C:9]1[CH:17]=[CH:16][CH:15]=[C:14]2[C:10]=1[CH:11]=[N:12][NH:13]2)([O-:8])=[O:7].C(Cl)(Cl)Cl.[Br:22]Br>C(O)(=O)C>[Br:22][C:11]1[C:10]2[C:14](=[CH:15][CH:16]=[CH:17][C:9]=2[N+:6]([O-:8])=[O:7])[NH:13][N:12]=1 |f:0.1|. Reported procedure: To a flask equipped with a mechanical stirrer was added sodium acetate (26.4 g, 0.306 mol), 4-nitro-1H-indazole (50 g, 0.306 mol), 300 mL of acetic acid and 300 mL of chloroform. Bromine (51.4 g, 0.322 mol) in 60 mL of acetic acid was added to the reaction mixture over 3.5 hours, while the temperature was kept under 25° C. The reaction mixture was stirred for two hours, then concentrated under reduced pressure. Water (500 mL) was added to the resulting solids. The solids were collected by filtra... Reported procedure: To a mixture of quinoxaline-6-carboxaldehyde (0.10 g, 0.63 mMol) in dry tetrahydrofuran (3 mL) at zero degrees was added methyl magnesium bromide (3M in Et2O, 0.253 mL, 0.76 mMol) drop wise. Upon complete addition the ice bath was removed and the solution allowed to warm to room temperature. The reaction was quenched with methanol and IN hydrochloric acid added until the pH was approximately seven. The neutral solution was partitioned between ethyl acetate and water, the aqueous layer discarded ... As a reaction SMILES: [N:1]1[C:10]2[C:5](=[CH:6][C:7]([CH:11]=[O:12])=[CH:8][CH:9]=2)[N:4]=[CH:3][CH:2]=1.[CH3:13][Mg]Br>O1CCCC1>[OH:12][CH:11]([C:7]1[CH:6]=[C:5]2[C:10](=[CH:9][CH:8]=1)[N:1]=[CH:2][CH:3]=[N:4]2)[CH3:13]. Yields the product OC(C)C=1C=C2N=CC=NC2=CC1 (6-(1-hydroxyethyl)quinoxaline). Yield: 56.5%. Reactants: C[Mg]Br (methyl magnesium bromide), N1=CC=NC2=CC(=CC=C12)C=O (quinoxaline-6-carboxaldehyde), ice. The solvent is O1CCCC1 (tetrahydrofuran). Product: BrCCC1=C(/C(/C2=CC=C(C=C12)F)=C/C1=CC=C(C=C1)SC)C ((Z)-3-(2-Bromoethyl)-5-fluoro-2-methyl-1-(4-methylthiobenzylidene)indene). Run at temperature 0 celsius, time 1 hour. Procedure details: To a solution of the alcohol from Step 1 (4.8 g, 14.7 mmol) and carbon tetrabromide (6.34 g, 19.1 mmol) in methylene chloride (100 mL) at 0° C. there was added, in portions, 1,2-bis(diphenylphosphino)ethane (6.34 g, 17.3 mmol). The mixture was stirred at 0° C. for 1 hour, and the solvent was evaporated. The residue was stirred in a mixture of ethyl acetate and water (150 mL each) for 30 minutes. After filtration, the organic portion of the filtrate was evaporated and the crude product purified b... Run in C(Cl)Cl (methylene chloride). Reactants: FC=1C=C2C(=C(/C(/C2=CC1)=C/C1=CC=C(C=C1)SC)C)CCO ((Z)-5-Fluoro-3-(2-hydroxyethyl)-2- methyl-1-(4-methylthiobenzylidene)indene), C(Br)(Br)(Br)Br (carbon tetrabromide), C1(=CC=CC=C1)P(CCP(C1=CC=CC=C1)C1=CC=CC=C1)C1=CC=CC=C1 (1,2-bis(diphenylphosphino)ethane). RXN SMILES: [F:1][C:2]1[CH:3]=[C:4]2[C:8](=[CH:9][CH:10]=1)/[C:7](=[CH:11]\[C:12]1[CH:17]=[CH:16][C:15]([S:18][CH3:19])=[CH:14][CH:13]=1)/[C:6]([CH3:20])=[C:5]2[CH2:21][CH2:22]O.C(Br)(Br)(Br)[Br:25].C1(P(C2C=CC=CC=2)CCP(C2C=CC=CC=2)C2C=CC=CC=2)C=CC=CC=1>C(Cl)Cl>[Br:25][CH2:22][CH2:21][C:5]1[C:4]2[C:8](=[CH:9][CH:10]=[C:2]([F:1])[CH:3]=2)/[C:7](=[CH:11]\[C:12]2[CH:17]=[CH:16][C:15]([S:18][CH3:19])=[CH:14][CH:13]=2)/[C:6]=1[CH3:20].